From a dataset of the Open Reaction Database (ORD), a public repository of structured organic reaction records. describe an organic reaction: reactants, conditions, products, and yield Reactants: C#CCOC(=O)CC#N, Cc1ccccc1, C[SiH](C)Cl, [Pt]. The product is C[Si](C)(Cl)C=CCOC(=O)CC#N. Reaction SMILES: [C:5](#[N:6])[CH2:7][C:8](=[O:9])[O:10][CH2:11][C:12]#[CH:13].[CH3:14][c:15]1[cH:16][cH:17][cH:18][cH:19][cH:20]1.[Cl:1][SiH:2]([CH3:3])[CH3:4].[Pt:21]>>[Cl:1][Si:2]([CH3:3])([CH3:4])[CH:13]=[CH:12][CH2:11][O:10][C:8]([CH2:7][C:5]#[N:6])=[O:9]. Reactants: NC=O, NC(=O)C1(Nc2ccccc2)CCN(C2CCC(c3ccc(F)cc3)(c3ccc(F)cc3)CC2)CC1, O. The product is O=C1NCN(c2ccccc2)C12CCN(C1CCC(c3ccc(F)cc3)(c3ccc(F)cc3)CC1)CC2. Reaction SMILES: [CH:37]([NH2:38])=[O:39].[F:1][c:2]1[cH:3][cH:4][c:5]([C:8]2([c:30]3[cH:31][cH:32][c:33]([F:36])[cH:34][cH:35]3)[CH2:9][CH2:10][CH:11]([N:14]3[CH2:15][CH2:16][C:17]([NH:20][c:21]4[cH:22][cH:23][cH:24][cH:25][cH:26]4)([C:27]([NH2:28])=[O:29])[CH2:18][CH2:19]3)[CH2:12][CH2:13]2)[cH:6][cH:7]1.[OH2:40]>>[F:1][c:2]1[cH:3][cH:4][c:5]([C:8]2([c:30]3[cH:31][cH:32][c:33]([F:36])[cH:34][cH:35]3)[CH2:9][CH2:10][CH:11]([N:14]3[CH2:15][CH2:16][C:17]4([CH2:18][CH2:19]3)[N:20]([c:21]3[cH:22][cH:23][cH:24][cH:25][cH:26]3)[CH2:37][NH:28][C:27]4=[O:29])[CH2:12][CH2:13]2)[cH:6][cH:7]1. Reactants: BrC=1C=CC(=C(C1)[N+](=O)[O-])F (5-Bromo-2-fluoronitrobenzene), NC1=C(C(=O)O)C=CC=C1 (2-aminobenzoic acid). Product: BrC=1C=CC2=C(NC(C3=C(N2)C=CC=C3)=O)C1 (8-Bromo-5,10-dihydro-dibenzo[b,e][1,4]diazepine-11-one). The yield is 31.8%. RXN SMILES: [Br:1][C:2]1[CH:3]=[CH:4][C:5](F)=[C:6]([N+:8]([O-])=O)[CH:7]=1.[NH2:12][C:13]1[CH:21]=[CH:20][CH:19]=[CH:18][C:14]=1[C:15](O)=[O:16]>>[Br:1][C:2]1[CH:3]=[CH:4][C:5]2[NH:12][C:13]3[CH:21]=[CH:20][CH:19]=[CH:18][C:14]=3[C:15](=[O:16])[NH:8][C:6]=2[CH:7]=1. Procedure: 5-Bromo-2-fluoronitrobenzene (1.6 g, 7.4 mmol) and 2-aminobenzoic acid (0.50 g, 3.6 mmol) were reacted according to GP7 to give 331 mg of the title compound (166JO31). MS (ESI) 289 (MH+). Purity for MH+ (UV) 93%. Starting materials: C(CC(O)(C(=O)O)CC(=O)O)(=O)O (citric acid), O[C@H]1C[C@@H]2CC[C@H]3[C@@H]4CC[C@H](C(C)=O)[C@]4(CC([C@@H]3[C@]2(C[C@@H]1N1CC(SCC1)(C)C)C)=O)C ((2β,3α,5α)-3-hydroxy-2-(2,2-dimethyl-4-thiomorpholinyl)pregnane-11,20-dione). Solvent: CO (methanol). Product: O[C@H]1C[C@@H]2CC[C@H]3[C@@H]4CC[C@H](C(C)=O)[C@]4(CC([C@@H]3[C@]2(C[C@@H]1N1CC(SCC1)(C)C)C)=O)C.OC(CC(=O)[O-])(CC(=O)[O-])C(=O)[O-] ((2β,3α,5α)-3-hydroxy-2-(2,2-dimethyl-4-thiomorpholinyl)pregnane-11,20-dione 2-hydroxy-1,2,3-propanetricarboxylate), salt. RXN SMILES: [C:1]([OH:13])(=[O:12])[CH2:2][C:3]([CH2:8][C:9]([OH:11])=[O:10])([C:5]([OH:7])=[O:6])[OH:4].[OH:14][C@@H:15]1[C@@H:34]([N:35]2[CH2:40][CH2:39][S:38][C:37]([CH3:42])([CH3:41])[CH2:36]2)[CH2:33][C@@:32]2([CH3:43])[C@@H:17]([CH2:18][CH2:19][C@@H:20]3[C@@H:31]2[C:30](=[O:44])[CH2:29][C@@:28]2([CH3:45])[C@H:21]3[CH2:22][CH2:23][C@@H:24]2[C:25](=[O:27])[CH3:26])[CH2:16]1>CO>[OH:14][C@@H:15]1[C@@H:34]([N:35]2[CH2:40][CH2:39][S:38][C:37]([CH3:42])([CH3:41])[CH2:36]2)[CH2:33][C@@:32]2([CH3:43])[C@@H:17]([CH2:18][CH2:19][C@@H:20]3[C@@H:31]2[C:30](=[O:44])[CH2:29][C@@:28]2([CH3:45])[C@H:21]3[CH2:22][CH2:23][C@@H:24]2[C:25](=[O:27])[CH3:26])[CH2:16]1.[OH:4][C:3]([C:5]([O-:7])=[O:6])([CH2:8][C:9]([O-:11])=[O:10])[CH2:2][C:1]([O-:13])=[O:12] |f:3.4|. Procedure: A solution of citric acid (576 mg) in methanol (70 ml) was added to (2β,3α,5α)-3-hydroxy-2-(2,2-dimethyl-4-thiomorpholinyl)pregnane-11,20-dione (1.39 g). The mixture was warmed to effect solution and the solvent was removed under reduced pressure to give (2β,3α,5α)-3-hydroxy-2-(2,2-dimethyl-4-thiomorpholinyl)pregnane-11,20-dione 2-hydroxy-1,2,3-propanetricarboxylate (1:1) salt (1.96 g). [α]D +92.2° (c 0.5).